Task: describe an organic reaction: reactants, conditions, products, and yield. Dataset: the Open Reaction Database (ORD), a public repository of structured organic reaction records Reactants: C(C1=CC=CC=C1)OC1=CC=C(C=C1)CCO (1-benzyloxy-4-(2-hydroxyethyl)benzene), Cl (HCl), [H-].[Na+] (sodium hydride), FC1=CC=C(C#N)C=C1 (4-Fluorobenzonitrile). The solvent is O1CCCC1 (tetrahydrofuran), O1CCCC1 (tetrahydrofuran). Run at temperature 40 celsius. Product: C(C1=CC=CC=C1)OC1=CC=C(C=C1)CCOC1=CC=C(C#N)C=C1 (4-[(4-Benzyloxyphenyl)ethoxy]benzonitrile). RXN SMILES: [H-].[Na+].[CH2:3]([O:10][C:11]1[CH:16]=[CH:15][C:14]([CH2:17][CH2:18][OH:19])=[CH:13][CH:12]=1)[C:4]1[CH:9]=[CH:8][CH:7]=[CH:6][CH:5]=1.F[C:21]1[CH:28]=[CH:27][C:24]([C:25]#[N:26])=[CH:23][CH:22]=1.Cl>O1CCCC1>[CH2:3]([O:10][C:11]1[CH:12]=[CH:13][C:14]([CH2:17][CH2:18][O:19][C:21]2[CH:28]=[CH:27][C:24]([C:25]#[N:26])=[CH:23][CH:22]=2)=[CH:15][CH:16]=1)[C:4]1[CH:5]=[CH:6][CH:7]=[CH:8][CH:9]=1 |f:0.1|. Procedure: To a suspension of sodium hydride (60%, 2.2 g, 55 mmol) in dry tetrahydrofuran (250 ml) was added a solution of 1-benzyloxy-4-(2-hydroxyethyl)benzene (11.4 g, 50 mmol) in tetrahydrofuran (50 ml). The reaction was heated to 40° C. for 1 hour. 4-Fluorobenzonitrile (6.7 g, 55 mmol) was added and the mixture was heated to reflux for 5 hours, cooled and neutralized with concentrated HCl. The precipitate was filtered, the filtrate was concentrated to dryness and the resulting solid was recrystallized ... Reactants: Cc1cc(COc2ccc(S(=O)(=O)Cl)cc2)c2ccccc2n1, CN(C)C=O, CCN(C(C)C)C(C)C, Cl, CC(C)(C)OC(=O)C1CN(C(=O)OC(C)(C)C)CC1N. Product: Cc1cc(COc2ccc(S(=O)(=O)NC3CN(C(=O)OC(C)(C)C)CC3C(=O)OC(C)(C)C)cc2)c2ccccc2n1. Reaction SMILES: [CH3:31][c:32]1[n:33][c:34]2[cH:35][cH:36][cH:37][cH:38][c:39]2[c:40]([CH2:42][O:43][c:44]2[cH:45][cH:46][c:47]([S:50](=[O:51])(=[O:52])[Cl:53])[cH:48][cH:49]2)[cH:41]1.[CH3:54][N:55]([CH3:56])[CH:57]=[O:58].[CH:21]([N:22]([CH2:23][CH3:24])[CH:25]([CH3:26])[CH3:27])([CH3:28])[CH3:29].[ClH:30].[NH2:1][CH:2]1[CH:3]([C:14](=[O:15])[O:16][C:17]([CH3:18])([CH3:19])[CH3:20])[CH2:4][N:5]([C:7](=[O:8])[O:9][C:10]([CH3:11])([CH3:12])[CH3:13])[CH2:6]1>>[NH:1]([CH:2]1[CH:3]([C:14](=[O:15])[O:16][C:17]([CH3:18])([CH3:19])[CH3:20])[CH2:4][N:5]([C:7](=[O:8])[O:9][C:10]([CH3:11])([CH3:12])[CH3:13])[CH2:6]1)[S:50]([c:47]1[cH:46][cH:45][c:44]([O:43][CH2:42][c:40]2[c:39]3[c:34]([n:33][c:32]([CH3:31])[cH:41]2)[cH:35][cH:36][cH:37][cH:38]3)[cH:49][cH:48]1)(=[O:51])=[O:52].